This data is from the Open Reaction Database (ORD), a public repository of structured organic reaction records. The task is: describe an organic reaction: reactants, conditions, products, and yield The reactants are OC1=C(C=C(C=C1)C(\C=C\C1=NOC(=C1)C)=O)C ((E)-1-(4-hydroxy-3-methylphenyl)-3-(5-methylisoxazol-3-yl)prop-2-en-1-one), NC(=O)N (urea). Solvent: Cl.O1CCOCC1 (HCl dioxane). Reaction conditions: temperature 120 celsius. Product: OC1=C(C=C(C=C1)C1=NC(NC(=C1)C1=NOC(=C1)C)=O)C (4-(4-hydroxy-3-methylphenyl)-6-(5-methylisoxazol-3-yl)pyrimidin-2(1H)-one). The yield is 4.0%. As a reaction SMILES: [OH:1][C:2]1[CH:7]=[CH:6][C:5]([C:8](=O)/[CH:9]=[CH:10]/[C:11]2[CH:15]=[C:14]([CH3:16])[O:13][N:12]=2)=[CH:4][C:3]=1[CH3:18].[NH2:19][C:20]([NH2:22])=[O:21]>Cl.O1CCOCC1>[OH:1][C:2]1[CH:7]=[CH:6][C:5]([C:8]2[CH:9]=[C:10]([C:11]3[CH:15]=[C:14]([CH3:16])[O:13][N:12]=3)[NH:22][C:20](=[O:21])[N:19]=2)=[CH:4][C:3]=1[CH3:18] |f:2.3|. Procedure details: A mixture of (E)-1-(4-hydroxy-3-methylphenyl)-3-(5-methylisoxazol-3-yl)prop-2-en-1-one (200 mg, 0.8 mmol) and urea (56 mg, 4.0 mmol) in 4M HCl/dioxane (5 mL) was heated to 120° C. in a sealed vessel overnight. After cooling, the crude reaction mixture was purified by reverse-phase HPLC to give 9 mg of product. The reactants are COCCC1CNCCN1, Cc1ccc2c(c1)C(N)=Nc1ccccc1N2, CS(C)=O, CCOC(C)=O, Cc1ccccc1, CCN(C(C)C)C(C)C, Cl. Product: COCCC1CN(C2=Nc3ccccc3Nc3ccc(C)cc32)CCN1. As a reaction SMILES: [CH3:19][O:20][CH2:21][CH2:22][CH:23]1[NH:24][CH2:25][CH2:26][NH:27][CH2:28]1.[CH3:2][c:3]1[cH:4][c:5]2[c:6]([cH:17][cH:18]1)[NH:7][c:8]1[c:9]([cH:13][cH:14][cH:15][cH:16]1)[N:10]=[C:11]2[NH2:12].[CH3:38][S:39]([CH3:40])=[O:41].[CH3:42][CH2:43][O:44][C:45](=[O:46])[CH3:47].[CH3:48][c:49]1[cH:50][cH:51][cH:52][cH:53][cH:54]1.[CH:29]([N:30]([CH2:31][CH3:32])[CH:33]([CH3:34])[CH3:35])([CH3:36])[CH3:37].[ClH:1]>>[CH3:2][c:3]1[cH:4][c:5]2[c:6]([cH:17][cH:18]1)[NH:7][c:8]1[c:9]([cH:13][cH:14][cH:15][cH:16]1)[N:10]=[C:11]2[N:12]1[CH2:26][CH2:25][NH:24][CH:23]([CH2:22][CH2:21][O:20][CH3:19])[CH2:28]1. Starting materials: FC1=C(C=NC(COC)(C)C)C=CC(=C1)F (N-(2,4-difluorobenzylidene)-N-[dimethyl(methoxymethyl)methyl]amine), [BH4-].[Na+] (NaBH4), C(=O)(O)[O-].[Na+] (NaHCO3), O (water). Run in CO (methanol), ice water. Run at time 14 hour. Product: FC1=C(C=CC(=C1)F)CNC(COC)(C)C (N-(2,4-difluorophenylmethyl) -N-[dimethyl(methoxymethyl)methyl]amine). The yield is 95.0%. As a reaction SMILES: [F:1][C:2]1[CH:15]=[C:14]([F:16])[CH:13]=[CH:12][C:3]=1[CH:4]=[N:5][C:6]([CH3:11])([CH3:10])[CH2:7][O:8][CH3:9].[BH4-].[Na+].C([O-])(O)=O.[Na+].O>CO>[F:1][C:2]1[CH:15]=[C:14]([F:16])[CH:13]=[CH:12][C:3]=1[CH2:4][NH:5][C:6]([CH3:11])([CH3:10])[CH2:7][O:8][CH3:9] |f:1.2,3.4|. Reported procedure: A solution of the obtained N-(2,4-difluorobenzylidene)-N-[dimethyl(methoxymethyl)methyl]amine in methanol (7 ml) was cooled to 0° C. in ice-water bath. To the solution was added NaBH4 (117.1 mg, 3.09 mmol). The mixture was gradually warmed to room temperature and stirred for 14 hours. The mixture was added to sat. NaHCO3 aqueous solution and water was added to dissolve the precipitated white solid. The mixture was then extracted three times with ethyl acetate and dried over MgSO4. The mixture wa... The reactants are Cl (hydrochloric acid), C1(C=CCCC1)C(=O)OC (Methyl 2-cyclohexene-1-carboxylate), [Na] (sodium), C(C)O (ethanol), 11. Product: C1(=CCCCC1)C(=O)OCC (ethyl 1-cyclohexene-1-carboxylate). Yield: 90.0%. As a reaction SMILES: [CH:1]1([C:7]([O:9][CH3:10])=[O:8])[CH2:6][CH2:5][CH2:4][CH:3]=[CH:2]1.[Na].Cl.[CH2:13](O)C>>[C:1]1([C:7]([O:9][CH2:10][CH3:13])=[O:8])[CH2:6][CH2:5][CH2:4][CH2:3][CH:2]=1 |^1:10|. Procedure: Methyl 2-cyclohexene-1-carboxylate (5.6 g; 40 m. moles) was added to a solution of sodium (1.1 g; 47.8 m. moles) in ethanol (35 ml) and the mixture was allowed to stand at room temperature for a period of 11/2 hours. The mixture was poured into dilute hydrochloric acid extracted with ether (4×25 ml) and the combined extracts washed with dilute aqueous sodium carbonate. The dried (MgSO4) extract was evaporated and the residue distilled to give ethyl 1-cyclohexene-1-carboxylate (5.5 g; yield 90%),... Reactants: CC(=O)OC(C)=O, CN(C)c1ccncc1, COC(=O)c1cc2c(O)c(OC)ccc2[nH]1. Yields the product COC(=O)c1cc2c(OC(C)=O)c(OC)ccc2[nH]1. RXN SMILES: [CH3:17][C:18](=[O:19])[O:20][C:21](=[O:22])[CH3:23].[CH3:24][N:25]([c:26]1[cH:27][cH:28][n:29][cH:30][cH:31]1)[CH3:32].[OH:1][c:2]1[c:3]2[cH:4][c:5]([C:13](=[O:14])[O:15][CH3:16])[nH:6][c:7]2[cH:8][cH:9][c:10]1[O:11][CH3:12]>>[O:1]([c:2]1[c:3]2[cH:4][c:5]([C:13](=[O:14])[O:15][CH3:16])[nH:6][c:7]2[cH:8][cH:9][c:10]1[O:11][CH3:12])[C:18]([CH3:17])=[O:19]. Reactants: C(CCC)[B-](C1=CC=CC=C1)(C1=CC=CC=C1)C1=CC=CC=C1.[Li+] (lithium n-butyltriphenylborate), F[B-](F)(F)F.C1(=CC=CC=C1)C(=CC[S+]=O)C1=CC=CC=C1 (diphenylallyloxosulfonium tetrafluoroborate), O (water), resultant mixture. Run in C(C)#N (acetonitrile), C(C)#N (acetonitrile). Yields the product C1(=CC=CC=C1)C(=CC[S+]=O)C1=CC=CC=C1.C(CCC)[B-](C1=CC=CC=C1)(C1=CC=CC=C1)C1=CC=CC=C1 (diphenylallyloxosulfonium n-butyltriphenylborate). Yield: 47.0%. As a reaction SMILES: [CH2:1]([B-:5]([C:18]1[CH:23]=[CH:22][CH:21]=[CH:20][CH:19]=1)([C:12]1[CH:17]=[CH:16][CH:15]=[CH:14][CH:13]=1)[C:6]1[CH:11]=[CH:10][CH:9]=[CH:8][CH:7]=1)[CH2:2][CH2:3][CH3:4].[Li+].F[B-](F)(F)F.[C:30]1([C:36]([C:41]2[CH:46]=[CH:45][CH:44]=[CH:43][CH:42]=2)=[CH:37][CH2:38][S+:39]=[O:40])[CH:35]=[CH:34][CH:33]=[CH:32][CH:31]=1.O>C(#N)C>[C:30]1([C:36]([C:41]2[CH:46]=[CH:45][CH:44]=[CH:43][CH:42]=2)=[CH:37][CH2:38][S+:39]=[O:40])[CH:31]=[CH:32][CH:33]=[CH:34][CH:35]=1.[CH2:1]([B-:5]([C:18]1[CH:23]=[CH:22][CH:21]=[CH:20][CH:19]=1)([C:6]1[CH:7]=[CH:8][CH:9]=[CH:10][CH:11]=1)[C:12]1[CH:17]=[CH:16][CH:15]=[CH:14][CH:13]=1)[CH2:2][CH2:3][CH3:4] |f:0.1,2.3,6.7|. Procedure: A solution of 4.70 g of lithium n-butyltriphenylborate in 50 ml of acetonitrile was added to a solution of 5.00 g of diphenylallyloxosulfonium tetrafluoroborate in 100 ml of acetonitrile, and the resultant mixture was stirred at room temperature for 30 minutes. Then, 200 ml of water was added. The resultant precipitate of a yellow oily component was recovered, and 100 ml of dichloromethane was added. The dichloromethane layer was washed with water, dried and concentrated to give 3.87 g of diphen... The reactants are N#CCN1CCN(C(=O)c2ccccc2)CC1, C1CCOC1, COC(=O)c1cccc2[nH]ccc12, C[Si](C)(C)[N-][Si](C)(C)C, [Na+], O=C(OO)c1cccc(Cl)c1. Product: O=C(C(=O)N1CCN(C(=O)c2ccccc2)CC1)c1cccc2[nH]ccc12. As a reaction SMILES: [C:24]([c:25]1[cH:26][cH:27][cH:28][cH:29][cH:30]1)(=[O:31])[N:32]1[CH2:33][CH2:34][N:35]([CH2:38][C:39]#[N:40])[CH2:36][CH2:37]1.[CH2:52]1[O:53][CH2:54][CH2:55][CH2:56]1.[CH3:11][O:12][C:13](=[O:14])[c:15]1[c:16]2[cH:17][cH:18][nH:19][c:20]2[cH:21][cH:22][cH:23]1.[CH3:2][Si:3]([N-:4][Si:5]([CH3:6])([CH3:7])[CH3:8])([CH3:9])[CH3:10].[Na+:1].[OH:41][O:42][C:43]([c:44]1[cH:45][c:46]([Cl:47])[cH:48][cH:49][cH:50]1)=[O:51]>>[C:13](=[O:14])([c:15]1[c:16]2[cH:17][cH:18][nH:19][c:20]2[cH:21][cH:22][cH:23]1)[C:38]([N:35]1[CH2:34][CH2:33][N:32]([C:24]([c:25]2[cH:26][cH:27][cH:28][cH:29][cH:30]2)=[O:31])[CH2:37][CH2:36]1)=[O:41].